This data is from the Open Reaction Database (ORD), a public repository of structured organic reaction records. The task is: describe an organic reaction: reactants, conditions, products, and yield The reactants are C1(C=CC2=CC=CC=C12)P(C1=CC=CC=C1)C1=CC=CC=C1 ((1H-Inden-1-yl)diphenylphosphine), [Li]CCCC (n-BuLi). Solvent: CCOCC (ether), CCCCCC (hexane). Conditions: time 8 hour. The product is C1(=CC=CC=C1)P(C1(C=CC2=CC=CC=C12)[Li])C1=CC=CC=C1 ((1-(diphenylphosphino)-1H-indenyl)lithium). Isolated yield 87.3%. RXN SMILES: [CH:1]1([P:10]([C:17]2[CH:22]=[CH:21][CH:20]=[CH:19][CH:18]=2)[C:11]2[CH:16]=[CH:15][CH:14]=[CH:13][CH:12]=2)[C:9]2[C:4](=[CH:5][CH:6]=[CH:7][CH:8]=2)[CH:3]=[CH:2]1.[Li:23]CCCC>CCOCC.CCCCCC>[C:11]1([P:10]([C:17]2[CH:22]=[CH:21][CH:20]=[CH:19][CH:18]=2)[C:1]2([Li:23])[C:9]3[C:4](=[CH:5][CH:6]=[CH:7][CH:8]=3)[CH:3]=[CH:2]2)[CH:12]=[CH:13][CH:14]=[CH:15][CH:16]=1. Procedure details: (1H-Inden-1-yl)diphenylphosphine (5.00 g, 16.65 mmol) was dissolved in a mixture of 60 mL of ether and 60 mL of hexane. n-BuLi (7.35 mL, 18.31 mmol) was added to the mixture within 10 minutes. After stirring overnight no precipitate appeared. Solvent was removed under reduced pressure leaving a waxy yellow residue. This residue was triturated with 120 mL of hexane for 15 minutes The hexane solution was decanted and the residue was dried under reduced pressure to give 4.45 g of off-white solid. Y... Starting materials: C12C(C3CC(CC(C1)C3)C2)N2NC(C2=O)(C)C (2-(Adamantan-2-yl)-4,4-dimethyl-1,2-diazetidin-3-one), IC=1C=C(CBr)C=CC1 (3-iodobenzyl bromide). The product is IC=1C=C(CN2N(C(C2(C)C)=O)C2C3CC4CC(CC2C4)C3)C=CC1 (1-(3-iodobenzyl)-4,4-dimethyl-2-(adamantan-2-yl)-1,2-diazetidin-3-one). RXN SMILES: [CH:1]12[CH2:10][CH:5]3[CH2:6][CH:7]([CH2:9][CH:3]([CH2:4]3)[CH:2]1[N:11]1[C:14](=[O:15])[C:13]([CH3:17])([CH3:16])[NH:12]1)[CH2:8]2.[I:18][C:19]1[CH:20]=[C:21]([CH:24]=[CH:25][CH:26]=1)[CH2:22]Br>>[I:18][C:19]1[CH:20]=[C:21]([CH:24]=[CH:25][CH:26]=1)[CH2:22][N:12]1[C:13]([CH3:17])([CH3:16])[C:14](=[O:15])[N:11]1[CH:2]1[CH:3]2[CH2:4][CH:5]3[CH2:6][CH:7]([CH2:8][CH:1]1[CH2:10]3)[CH2:9]2. Procedure details: 2-(Adamantan-2-yl)-4,4-dimethyl-1,2-diazetidin-3-one and 3-iodobenzyl bromide were used for a similar reaction and treatment as Process 6 of Example 1, and the title compound was obtained as a colorless oil. Starting materials: FC1=C(C=C(C(=C1)[N+](=O)[O-])F)F (1,2,4-trifluoro-5-nitrobenzene), Cl (hydrochloric acid), [H-].[Na+] (sodium hydride), C(C1=CC=CC=C1)O (benzyl alcohol). Run in O1CCCC1 (tetrahydrofuran), O1CCCC1 (tetrahydrofuran). Yields the product C(C1=CC=CC=C1)OC1=C(C=C(C(=C1)OCC1=CC=CC=C1)[N+](=O)[O-])F (1,5-Bis(benzyloxy)-2-fluoro-4-nitrobenzene). Reaction SMILES: [H-].[Na+].[CH2:3]([OH:10])[C:4]1[CH:9]=[CH:8][CH:7]=[CH:6][CH:5]=1.[F:11][C:12]1[CH:17]=[C:16]([N+:18]([O-:20])=[O:19])[C:15](F)=[CH:14][C:13]=1F.Cl>O1CCCC1>[CH2:3]([O:10][C:13]1[CH:14]=[C:15]([O:10][CH2:3][C:4]2[CH:9]=[CH:8][CH:7]=[CH:6][CH:5]=2)[C:16]([N+:18]([O-:20])=[O:19])=[CH:17][C:12]=1[F:11])[C:4]1[CH:9]=[CH:8][CH:7]=[CH:6][CH:5]=1 |f:0.1|. Procedure details: 2.82 g (70.6 mmol, 2.5 eq) of sodium hydride at 60% are added to a solution of 7.6 g (70.6 mmol, 2.5 eq) of benzyl alcohol in 100 ml of tetrahydrofuran. The reaction medium is stirred at ambient temperature for 1½ hours and then 5.0 g (28.2 mmol, 1 eq) of 1,2,4-trifluoro-5-nitrobenzene in solution in 50 ml of tetrahydrofuran are added dropwise. The reaction medium is refluxed for 3 hours. The reaction medium is treated with 150 ml of 1M hydrochloric acid and extracted with ethyl acetate. The org... Reactants: BrCCCCCCCCCCC[Si](Cl)(Cl)Cl (bromoundecyl-trichlorosilane), C1(=CC=CC=C1)C (toluene). Solvent: CCCCCCCCCCCCCCCC (hexadecane). Run at temperature 60 celsius. Product: BrCCCCCCCCCCC[SiH3] (Bromoundecylsilane). As a reaction SMILES: [Br:1][CH2:2][CH2:3][CH2:4][CH2:5][CH2:6][CH2:7][CH2:8][CH2:9][CH2:10][CH2:11][CH2:12][Si:13](Cl)(Cl)Cl.C1(C)C=CC=CC=1>CCCCCCCCCCCCCCCC>[Br:1][CH2:2][CH2:3][CH2:4][CH2:5][CH2:6][CH2:7][CH2:8][CH2:9][CH2:10][CH2:11][CH2:12][SiH3:13]. Procedure details: Freshly cleaned slides were immersed in a solution of bromoundecyl-trichlorosilane (3% v/v) in hexadecane or toluene. The reaction was heated to 60° C. for 4-6 hours then allowed to cool to room temperature. The slides were washed with CH2Cl2 and ethanol then blown dry under a stream of argon, producing a film with an advancing water contact angle of 82±2 degrees above horizontal.